From a dataset of the Open Reaction Database (ORD), a public repository of structured organic reaction records. describe an organic reaction: reactants, conditions, products, and yield The reactants are [BH3-]C#N, CCCCC=Nn1c(C(=O)OC)c(-c2ccccc2)c2cc(Cl)ccc2c1=O, CC(=O)O, CO, [Na+]. Product: CCCCCNn1c(C(=O)OC)c(-c2ccccc2)c2cc(Cl)ccc2c1=O. Reaction SMILES: [C:33]([BH3-:34])#[N:35].[CH3:1][O:2][C:3](=[O:4])[c:5]1[n:6]([N:23]=[CH:24][CH2:25][CH2:26][CH2:27][CH3:28])[c:7](=[O:22])[c:8]2[cH:9][cH:10][c:11]([Cl:21])[cH:12][c:13]2[c:14]1-[c:15]1[cH:16][cH:17][cH:18][cH:19][cH:20]1.[CH3:29][C:30](=[O:31])[OH:32].[CH3:37][OH:38].[Na+:36]>>[CH3:1][O:2][C:3](=[O:4])[c:5]1[n:6]([NH:23][CH2:24][CH2:25][CH2:26][CH2:27][CH3:28])[c:7](=[O:22])[c:8]2[cH:9][cH:10][c:11]([Cl:21])[cH:12][c:13]2[c:14]1-[c:15]1[cH:16][cH:17][cH:18][cH:19][cH:20]1. Reactants: CC1(CC(NC=2C=C3C(=CC12)NC(=N3)C3=C(C=C(C=C3)N(CC)CC)OCC=C)=O)C (8,8-Dimethyl-2-(4-diethylamino-2-allyloxy-phenyl)-5,6,7,8-tetrahydro-lH-imidazo[4,5-g]quinolin-6-one). Reagents/catalysts: [Pd] (palladium/charcoal). The solvent is C(C)O (ethanol). Yields the product CC1(CC(NC=2C=C3C(=CC12)NC(=N3)C3=C(C=C(C=C3)N(CC)CC)OCCC)=O)C (8,8-Dimethyl-2-(4-diethylamino-2-propyloxyphenyl)-5,6,7,8-tetrahydro-lH-imidazo[4,5-g]quinolin-6one). RXN SMILES: [CH3:1][C:2]1([CH3:31])[C:11]2[CH:10]=[C:9]3[NH:12][C:13]([C:15]4[CH:20]=[CH:19][C:18]([N:21]([CH2:24][CH3:25])[CH2:22][CH3:23])=[CH:17][C:16]=4[O:26][CH2:27][CH:28]=[CH2:29])=[N:14][C:8]3=[CH:7][C:6]=2[NH:5][C:4](=[O:30])[CH2:3]1>C(O)C.[Pd]>[CH3:31][C:2]1([CH3:1])[C:11]2[CH:10]=[C:9]3[NH:12][C:13]([C:15]4[CH:20]=[CH:19][C:18]([N:21]([CH2:22][CH3:23])[CH2:24][CH3:25])=[CH:17][C:16]=4[O:26][CH2:27][CH2:28][CH3:29])=[N:14][C:8]3=[CH:7][C:6]=2[NH:5][C:4](=[O:30])[CH2:3]1. Procedure details: 2 g. 8,8-Dimethyl-2-(4-diethylamino-2-allyloxy-phenyl)-5,6,7,8-tetrahydro-lH-imidazo[4,5-g]quinolin-6-one were hydrogenated in ethanol in the presence of palladium/charcoal. After completion of the take up of hydrogen, the catalyst was filtered off, the filtration was evaporated and the residue recrystallised from isopropanol to give 1.8 g. of the title compound; m.p. 147 -148° C. Starting materials: BrCCCOC=1C=CC2=C(SC=C2C2=CC=C(C=C2)F)C1 (6-(3-Bromo-propoxy)-3-(4-fluoro-phenyl)-benzo[b]thiophene), N1CCC1 (azetidine). Yields the product FC1=CC=C(C=C1)C=1C2=C(SC1)C=C(C=C2)OCCCN2CCC2 (1-{3-[3-(4-Fluoro-phenyl)-benzo[b]thiophen-6-yloxy]-propyl}-azetidine). RXN SMILES: Br[CH2:2][CH2:3][CH2:4][O:5][C:6]1[CH:7]=[CH:8][C:9]2[C:13]([C:14]3[CH:19]=[CH:18][C:17]([F:20])=[CH:16][CH:15]=3)=[CH:12][S:11][C:10]=2[CH:21]=1.[NH:22]1[CH2:25][CH2:24][CH2:23]1>>[F:20][C:17]1[CH:18]=[CH:19][C:14]([C:13]2[C:9]3[CH:8]=[CH:7][C:6]([O:5][CH2:4][CH2:3][CH2:2][N:22]4[CH2:25][CH2:24][CH2:23]4)=[CH:21][C:10]=3[S:11][CH:12]=2)=[CH:15][CH:16]=1. Procedure details: In analogy to example 3.1, 6-(3-Bromo-propoxy)-3-(4-fluoro-phenyl)-benzo[b]thiophene and azetidine were converted to yield 1-{3-[3-(4-Fluoro-phenyl)-benzo[b]thiophen-6-yloxy]-propyl}-azetidine as colorless oil, MS: 342 (MH+). Starting materials: O=C1N(CC(C12CN(CCC2)C(=O)OC(C)(C)C)C2=CC=CC=C2)CC(F)(F)F (Tert-butyl 1-oxo-4-phenyl-2-(2,2,2-trifluoroethyl)-2,7-diazaspiro[4.5]decane-7-carboxylate), Cl (HCl), O1CCOCC1 (1,4-dioxane). The solvent is C(Cl)Cl (DCM). Run at time 9 hour. Yields the product Cl.C1(=CC=CC=C1)C1CN(C(C12CNCCC2)=O)CC(F)(F)F (Racemic 4-Phenyl-2-(2,2,2-trifluoroethyl)-2,7-diazaspiro[4.5]decan-1-one hydrochloride). Reaction SMILES: [O:1]=[C:2]1[C:6]2([CH2:11][CH2:10][CH2:9][N:8](C(OC(C)(C)C)=O)[CH2:7]2)[CH:5]([C:19]2[CH:24]=[CH:23][CH:22]=[CH:21][CH:20]=2)[CH2:4][N:3]1[CH2:25][C:26]([F:29])([F:28])[F:27].[ClH:30].O1CCOCC1>C(Cl)Cl>[ClH:30].[C:19]1([CH:5]2[C:6]3([CH2:11][CH2:10][CH2:9][NH:8][CH2:7]3)[C:2](=[O:1])[N:3]([CH2:25][C:26]([F:28])([F:29])[F:27])[CH2:4]2)[CH:20]=[CH:21][CH:22]=[CH:23][CH:24]=1 |f:4.5|. Reported procedure: Tert-butyl 1-oxo-4-phenyl-2-(2,2,2-trifluoroethyl)-2,7-diazaspiro[4.5]decane-7-carboxylate (0.874 g, 2.119 mmol) in DCM (10 ml) was treated with 4M HCl in 1,4-dioxane (4.5 ml, 0.018 mmol). The reaction mixture was stirred at room temperature for 9 hours. The solvent was removed in vacuo to give the title compound. The reactants are ClC1=C(C=CC=C1)[N+](=O)[O-] (2-chloronitrobenzene), C(C1=CC=CC=C1)N (benzylamine), C(C)(=O)[O-].[NH4+] (ammonium acetate), 1C. The product is C(C1=CC=CC=C1)NC1=C(C=CC=C1)[N+](=O)[O-] (N-Benzyl-2-nitroaniline). Isolated yield 97.4%. Reaction SMILES: Cl[C:2]1[CH:7]=[CH:6][CH:5]=[CH:4][C:3]=1[N+:8]([O-:10])=[O:9].[CH2:11]([NH2:18])[C:12]1[CH:17]=[CH:16][CH:15]=[CH:14][CH:13]=1.C([O-])(=O)C.[NH4+]>>[CH2:11]([NH:18][C:2]1[CH:7]=[CH:6][CH:5]=[CH:4][C:3]=1[N+:8]([O-:10])=[O:9])[C:12]1[CH:17]=[CH:16][CH:15]=[CH:14][CH:13]=1 |f:2.3|. Procedure: Reaction of 2-chloronitrobenzene (10 g, 63 mmole), benzylamine (40 g, 380 mmole) and ammonium acetate (4.6 g) substantially as described in 1C above produced 14 g (98%) of title compound as orange crystals: mp 65°-67°.